Dataset: the Open Reaction Database (ORD), a public repository of structured organic reaction records. Task: describe an organic reaction: reactants, conditions, products, and yield The reactants are C(#N)C1=C(C(=CC=C1)[N+](=O)[O-])C#N (1,2-dicyano-3-nitrobenzene), C(C)(C)(C)O (t-butylalcohol). Yields the product C(#N)C1=C(C(=CC=C1)OC(C)(C)C)C#N (1,2-dicyano-3-t-butoxybenzene). Isolated yield 70.0%. RXN SMILES: [C:1]([C:3]1[CH:8]=[CH:7][CH:6]=[C:5]([N+]([O-])=O)[C:4]=1[C:12]#[N:13])#[N:2].[C:14]([OH:18])([CH3:17])([CH3:16])[CH3:15]>>[C:1]([C:3]1[CH:8]=[CH:7][CH:6]=[C:5]([O:18][C:14]([CH3:17])([CH3:16])[CH3:15])[C:4]=1[C:12]#[N:13])#[N:2]. Procedure details: As in Synthesis Example 1 but using 1.73 grams of 1,2-dicyano-3-nitrobenzene and 2.20 grams of t-butylalcohol, there was obtained 1.40 grams of 1,2-dicyano-3-t-butoxybenzene (yield of 70%). Next, as in Synthesis Example 1 but using 1.40 grams of this benzene compound and 0.58 gram of BBr3, there was obtained 2.9 grams of the end product (yield 60%, mp 184°-186° C.). Starting materials: CC(=O)O (HOAc), OC1=CC=C(C=C1)N=NC1=CC=C(C=C1)S(=O)(=O)C (1-[(4-hydroxyphenyl)diazenyl]-4(methylsulfonyl)benzene), C1=C(C=CC=C1O)C (m-cresol), [OH-].[K+] (KOH). Run in C1CCOC1 (THF). Run at time 0.5 hour. Yields the product OC1=CC(=C(C=C1)N=NC1=CC=C(C=C1)S(=O)(=O)C)C (1-[(4-hydroxy-2-methylphenyl)diazenyl]-4-(methylsulfonyl)benzene). The yield is 58.0%. Reaction SMILES: [OH:1][C:2]1[CH:7]=[CH:6][C:5]([N:8]=[N:9][C:10]2[CH:15]=[CH:14][C:13]([S:16]([CH3:19])(=[O:18])=[O:17])=[CH:12][CH:11]=2)=[CH:4][CH:3]=1.[CH:20]1C(O)=CC=CC=1C.[OH-].[K+].CC(O)=O>C1COCC1>[OH:1][C:2]1[CH:7]=[CH:6][C:5]([N:8]=[N:9][C:10]2[CH:15]=[CH:14][C:13]([S:16]([CH3:19])(=[O:18])=[O:17])=[CH:12][CH:11]=2)=[C:4]([CH3:20])[CH:3]=1 |f:2.3|. Procedure: For these studies, half of the diazonium salt from example 1 was added to a solution of m-cresol (0.285 g, 2.34 mmol) and KOH (0.13 g, 2 mmol) in THF. The resulting red mixture was stirred for 0.5 h and then neutralized with HOAc to give a orange solid. This solid was filtered and recrystallized from THF/Hexanes to give 0.35 g (58%) of Compound 2. The reactants are [Cl-].COC=1C=CC=C2C(=CNC12)[S+](C)C ((7-Methoxy-1H-indol-3-yl)-dimethyl-sulfonium chloride). Run in CS(=O)C (DMSO). The product is COC=1C=CC=C2C(=CNC12)SC (7-methoxy-3-methylsulfanyl-1H-indole). Isolated yield 87.4%. RXN SMILES: [Cl-].[CH3:2][O:3][C:4]1[CH:5]=[CH:6][CH:7]=[C:8]2[C:12]=1[NH:11][CH:10]=[C:9]2[S+:13](C)[CH3:14]>CS(C)=O>[CH3:2][O:3][C:4]1[CH:5]=[CH:6][CH:7]=[C:8]2[C:12]=1[NH:11][CH:10]=[C:9]2[S:13][CH3:14] |f:0.1|. Reported procedure: (7-Methoxy-1H-indol-3-yl)-dimethyl-sulfonium chloride (0.742 g) prepared in the manner described in Step 1 above was dissolved in DMSO (3 ml) and placed under reduced pressure (house vacuum, ca. 20-50 torr) in a round-bottom flask. The flask was placed on a steam bath and heated until the bubbling stopped. When no more starting material was present, the reaction mixture was cooled and partitioned between ether and water. The organic layer was dried and filtered and then evaporated to dryness to ... Starting materials: final solution, CN1CC(CCC1)C[Mg]Cl (1-methyl-3-piperidylmethylmagnesium chloride), C(C1=CC=CC=C1)#N (benzonitrile), O (water), [Cl-].[NH4+] (ammonium chloride). Solvent: O1CCCC1 (tetrahydrofuran). Product: CN1CC(CCC1)CC(=O)C1=CC=CC=C1 (1-methyl-3-phenacylpiperidine). As a reaction SMILES: [CH3:1][N:2]1[CH2:7][CH2:6][CH2:5][CH:4]([CH2:8][Mg]Cl)[CH2:3]1.[C:11](#N)[C:12]1[CH:17]=[CH:16][CH:15]=[CH:14][CH:13]=1.[OH2:19].[Cl-].[NH4+]>O1CCCC1>[CH3:1][N:2]1[CH2:7][CH2:6][CH2:5][CH:4]([CH2:8][C:11]([C:12]2[CH:17]=[CH:16][CH:15]=[CH:14][CH:13]=2)=[O:19])[CH2:3]1 |f:3.4|. Reported procedure: 1-Methyl-3-piperidylmethylmagnesium chloride was prepared essentially as described in Example 1 from 30.5 g of 1-methyl-3-chloromethylpiperidine. Sufficient tetrahydrofuran was employed to provide a final solution volume of 305 ml. To 114 ml of this final solution of 1-methyl-3-piperidylmethylmagnesium chloride was added 8.9 g of benzonitrile dissolved in about 30 ml of tetrahydrofuran and the resulting solution was heated at reflux for 30 minutes. The reaction solution was cooled and added to 1... Reactants: C(CCCCC)(=O)O (caproic acid), C(C)C(CO)CC (2-ethylbutanol). Reagents/catalysts: C(C(=O)[O-])(=O)[O-].[Sn+4].C(C(=O)[O-])(=O)[O-] (tin oxalate). The solvent is O (water). Run at temperature 10 celsius, time 3 hour. Product: C(CCCCC)(=O)OCC(CC)CC (2-Ethylbutyl Caproate). The yield is 87.9%. RXN SMILES: [C:1]([OH:8])(=[O:7])[CH2:2][CH2:3][CH2:4][CH2:5][CH3:6].[CH2:9]([CH:11]([CH2:14][CH3:15])[CH2:12]O)[CH3:10]>C([O-])(=O)C([O-])=O.[Sn+4].C([O-])(=O)C([O-])=O.O>[C:1]([O:8][CH2:12][CH:11]([CH2:14][CH3:15])[CH2:9][CH3:10])(=[O:7])[CH2:2][CH2:3][CH2:4][CH2:5][CH3:6] |f:2.3.4|. Procedure: 580.8 g (5 mol) of caproic acid, 613.1 g (6 mol) of 2-ethylbutanol and 0.34 g of tin oxalate (“Fascat 2001”) were heated to 160° C. under N2, during which water separation was observed. Once water separation had subsided, the mixture was heated to 210° C. in 10° C. steps. This temperature was then held for 3 h. Then, firstly the excess alcohol was removed by distillation and then the product was distilled at 13-31 mbar and 114-124° C. The product (879.9 g) was obtained as a clear liquid with an ... Starting materials: C=CCN=C=O, ClCCl, Cl, FC(F)Oc1ccc(C(OC2CNC2)c2ccccc2C(F)(F)F)cc1. Yields the product C=CCNC(=O)N1CC(OC(c2ccc(OC(F)F)cc2)c2ccccc2C(F)(F)F)C1. As a reaction SMILES: [CH2:28]([CH:29]=[CH2:30])[N:31]=[C:32]=[O:33].[Cl:34][CH2:35][Cl:36].[ClH:1].[F:2][C:3]([c:4]1[c:5]([CH:6]([c:7]2[cH:8][cH:9][c:10]([O:13][CH:14]([F:15])[F:16])[cH:11][cH:12]2)[O:17][CH:18]2[CH2:19][NH:20][CH2:21]2)[cH:22][cH:23][cH:24][cH:25]1)([F:26])[F:27]>>[F:2][C:3]([c:4]1[c:5]([CH:6]([c:7]2[cH:8][cH:9][c:10]([O:13][CH:14]([F:15])[F:16])[cH:11][cH:12]2)[O:17][CH:18]2[CH2:19][N:20]([C:32]([NH:31][CH2:28][CH:29]=[CH2:30])=[O:33])[CH2:21]2)[cH:22][cH:23][cH:24][cH:25]1)([F:26])[F:27]. The reactants are C1(=CC=C(C=C1)OCCCCCCCCOCC(COC(C1=CC=CC=C1)(C1=CC=CC=C1)C1=CC=C(C=C1)OC)O)C1=CC=CC=C1 (1-[[8-([1,1'-biphenyl]-4-yloxy)octyl]oxy]-3-[(4-methoxyphenyl)diphenylmethoxy]-2-propanol), CCCCCC (hexane), CN(C=O)C (dimethylformamide). The solvent is O1CCCC1 (tetrahydrofuran). Conditions: time 8 hour. Yields the product C1(=CC=C(C=C1)OCCCCCCCCOCC(CO)OC)C1=CC=CC=C1 (3-[[8-([1,1'-biphenyl]-4-yloxy]octyl]oxy]-2-methoxy- 1-propanol). Reaction SMILES: [C:1]1([C:43]2[CH:48]=[CH:47][CH:46]=[CH:45][CH:44]=2)[CH:6]=[CH:5][C:4]([O:7][CH2:8][CH2:9][CH2:10][CH2:11][CH2:12][CH2:13][CH2:14][CH2:15][O:16][CH2:17][CH:18](O)[CH2:19][O:20]C(C2C=CC(OC)=CC=2)(C2C=CC=CC=2)C2C=CC=CC=2)=[CH:3][CH:2]=1.CCCCCC.CN(C)[CH:57]=[O:58]>O1CCCC1>[C:1]1([C:43]2[CH:44]=[CH:45][CH:46]=[CH:47][CH:48]=2)[CH:6]=[CH:5][C:4]([O:7][CH2:8][CH2:9][CH2:10][CH2:11][CH2:12][CH2:13][CH2:14][CH2:15][O:16][CH2:17][CH:18]([O:58][CH3:57])[CH2:19][OH:20])=[CH:3][CH:2]=1. Reported procedure: A solution of 7.6 g of 1-[[8-([1,1'-biphenyl]-4-yloxy)octyl]oxy]-3-[(4-methoxyphenyl)diphenylmethoxy]-2-propanol in 20 ml of dimethylformamide and 20 ml of tetrahydrofuran was added dropwise to a solution of 849 mg of hexane washed 50% sodium hydride in 50 ml of dimethylformamide containing 5.02 g of methyl iodide over 35 minutes under argon. The mixture was stirred overnight then ice was cautiously added followed by 300 ml of iced water. This mixture was extracted three times with ether, the ex...